From a dataset of the Open Reaction Database (ORD), a public repository of structured organic reaction records. describe an organic reaction: reactants, conditions, products, and yield Starting materials: CC(C)(C)Oc1cccc(-c2nc(N3CCOCC3)nc3c2CCN3)c1, CN(C)C=O, [H-], [Na+], O, Cc1ccc(S(=O)(=O)Cl)cc1. Yields the product Cc1ccc(S(=O)(=O)N2CCc3c(-c4cccc(OC(C)(C)C)c4)nc(N4CCOCC4)nc32)cc1. RXN SMILES: [C:6]([CH3:7])([CH3:8])([CH3:9])[O:10][c:11]1[cH:12][c:13](-[c:17]2[c:18]3[c:19]([n:20][c:21]([N:23]4[CH2:24][CH2:25][O:26][CH2:27][CH2:28]4)[n:22]2)[NH:29][CH2:30][CH2:31]3)[cH:14][cH:15][cH:16]1.[CH3:1][N:2]([CH3:3])[CH:4]=[O:5].[H-:32].[Na+:33].[OH2:45].[S:34](=[O:35])(=[O:36])([c:37]1[cH:38][cH:39][c:40]([CH3:41])[cH:42][cH:43]1)[Cl:44]>>[C:6]([CH3:7])([CH3:8])([CH3:9])[O:10][c:11]1[cH:12][c:13](-[c:17]2[c:18]3[c:19]([n:20][c:21]([N:23]4[CH2:24][CH2:25][O:26][CH2:27][CH2:28]4)[n:22]2)[N:29]([S:34](=[O:35])(=[O:36])[c:37]2[cH:38][cH:39][c:40]([CH3:41])[cH:42][cH:43]2)[CH2:30][CH2:31]3)[cH:14][cH:15][cH:16]1. Reactants: Cl.ClCC1=NC2=CC=CC=C2C=C1 (2-chloromethylquinoline hydrochloride), N1C=NC=C1 (imidazole), C([O-])([O-])=O.[Na+].[Na+] (sodium carbonate). Solvent: CN(C=O)C (N,N-dimethylformamide). Yields the product N1(C=NC=C1)CC1=NC2=CC=CC=C2C=C1 (2-(1-imidazol-1-ylmethyl)quinoline). Isolated yield 21.5%. RXN SMILES: Cl.Cl[CH2:3][C:4]1[CH:13]=[CH:12][C:11]2[C:6](=[CH:7][CH:8]=[CH:9][CH:10]=2)[N:5]=1.[NH:14]1[CH:18]=[CH:17][N:16]=[CH:15]1.C(=O)([O-])[O-].[Na+].[Na+]>CN(C)C=O>[N:14]1([CH2:3][C:4]2[CH:13]=[CH:12][C:11]3[C:6](=[CH:7][CH:8]=[CH:9][CH:10]=3)[N:5]=2)[CH:18]=[CH:17][N:16]=[CH:15]1 |f:0.1,3.4.5|. Procedure: A mixture consisting of 2-chloromethylquinoline hydrochloride (10.0 g.), imidazole (3.2 g.) and sodium carbonate (14.8 g.) in N,N-dimethylformamide (100 ml.) was heated on a steam bath for a period of seven hours and then evaporated. The residue was taken up in chloroform and the resulting solution was filtered to give a clear filtrate. Evaporation of the latter liquid while under reduced pressure then gave a solid substance, which was subsequently crystallized from chloroform/petroleum ether (b... Starting materials: CN, CO, CCCCCCCCCCCCCC(O)CC(=O)OC. Product: CCCCCCCCCCCCCC(O)CC(=O)NC. Reaction SMILES: [CH3:21][NH2:22].[CH3:23][OH:24].[OH:1][CH:2]([CH2:3][C:4](=[O:5])[O:6][CH3:7])[CH2:8][CH2:9][CH2:10][CH2:11][CH2:12][CH2:13][CH2:14][CH2:15][CH2:16][CH2:17][CH2:18][CH2:19][CH3:20]>>[OH:1][CH:2]([CH2:3][C:4](=[O:5])[NH:22][CH3:21])[CH2:8][CH2:9][CH2:10][CH2:11][CH2:12][CH2:13][CH2:14][CH2:15][CH2:16][CH2:17][CH2:18][CH2:19][CH3:20]. The reactants are CC(C)([O-])C.[K+] (potassium tert-butoxide), CO (methanol), ClC1C2=C(OCC3=C1C=CC=C3)C=CC(=C2)C(=O)OC (methyl 6,11-dihydro-11-chlorodibenz[b,e]oxepin-2-carboxylate). Run in O (water), CN(C=O)C (dimethylformamide), CN(C=O)C (dimethylformamide). Run at time 3 day. Product: COC1C2=C(OCC3=C1C=CC=C3)C=CC(=C2)C(=O)OC (Methyl 6,11-Dihydro-11-methoxydibenz[b,e]oxepin-2-carboxylate). As a reaction SMILES: C[C:2](C)([O-:4])C.[K+].CO.Cl[CH:10]1[C:16]2[CH:17]=[CH:18][CH:19]=[CH:20][C:15]=2[CH2:14][O:13][C:12]2[CH:21]=[CH:22][C:23]([C:25]([O:27][CH3:28])=[O:26])=[CH:24][C:11]1=2>CN(C)C=O.O>[CH3:2][O:4][CH:10]1[C:16]2[CH:17]=[CH:18][CH:19]=[CH:20][C:15]=2[CH2:14][O:13][C:12]2[CH:21]=[CH:22][C:23]([C:25]([O:27][CH3:28])=[O:26])=[CH:24][C:11]1=2 |f:0.1|. Procedure: Mix 0.415 gm of potassium tert-butoxide, 5 ml of methanol and 5 ml of dimethylformamide and add the mixture to a solution of 1.07 gm of methyl 6,11-dihydro-11-chlorodibenz[b,e]oxepin-2-carboxylate in 40 ml of dimethylformamide. Stir at room temperature for 3 days. Dilute with water and extract with ether. Evaporate to dryness and chromatograph over silica gel with benzene as the eluting solvent to obtain the title product. The reactants are COC1=CC=C(C=C1)C(C1=CC=CC=C1)(C1=CC=C(C=C1)OC)NC=1OC(C([C@@](N1)(C)C1=C(C=CC(=C1)Br)F)(F)F)(C)C ([bis-(4-methoxy-phenyl)-phenyl-methyl]-[(R)-4-(5-bromo-2-fluoro-phenyl)-5,5-difluoro-4,6,6-trimethyl-5,6-dihydro-4H-[1,3]oxazin-2-yl]-amine), C1(=CC=CC=C1)C1CC(CC1)N ((RS)-3-phenyl-cyclopentylamine). Yields the product COC1=CC=C(C=C1)C(C1=CC=CC=C1)(C1=CC=C(C=C1)OC)NC=1OC(C([C@@](N1)(C)C1=C(C=CC(=C1)NC1CC(CC1)C1=CC=CC=C1)F)(F)F)(C)C ([Bis-(4-methoxy-phenyl)-phenyl-methyl]-{(R)-5,5-difluoro-4-[2-fluoro-5-((1RS,3RS)-3-phenyl-cyclopentylamino)-phenyl]-4,6,6-trimethyl-5,6-dihydro-4H-[1,3]oxazin-2-yl}-amine). The yield is 27.0%. RXN SMILES: [CH3:1][O:2][C:3]1[CH:8]=[CH:7][C:6]([C:9]([NH:24][C:25]2[O:26][C:27]([CH3:43])([CH3:42])[C:28]([F:41])([F:40])[C@:29]([C:32]3[CH:37]=[C:36](Br)[CH:35]=[CH:34][C:33]=3[F:39])([CH3:31])[N:30]=2)([C:16]2[CH:21]=[CH:20][C:19]([O:22][CH3:23])=[CH:18][CH:17]=2)[C:10]2[CH:15]=[CH:14][CH:13]=[CH:12][CH:11]=2)=[CH:5][CH:4]=1.[C:44]1([CH:50]2[CH2:54][CH2:53][CH:52]([NH2:55])[CH2:51]2)[CH:49]=[CH:48][CH:47]=[CH:46][CH:45]=1>>[CH3:1][O:2][C:3]1[CH:8]=[CH:7][C:6]([C:9]([NH:24][C:25]2[O:26][C:27]([CH3:43])([CH3:42])[C:28]([F:41])([F:40])[C@:29]([C:32]3[CH:37]=[C:36]([NH:55][CH:52]4[CH2:53][CH2:54][CH:50]([C:44]5[CH:49]=[CH:48][CH:47]=[CH:46][CH:45]=5)[CH2:51]4)[CH:35]=[CH:34][C:33]=3[F:39])([CH3:31])[N:30]=2)([C:16]2[CH:21]=[CH:20][C:19]([O:22][CH3:23])=[CH:18][CH:17]=2)[C:10]2[CH:15]=[CH:14][CH:13]=[CH:12][CH:11]=2)=[CH:5][CH:4]=1. Reported procedure: In a manner analogous to that described in Example 3 a), the amination of [bis-(4-methoxy-phenyl)-phenyl-methyl]-[(R)-4-(5-bromo-2-fluoro-phenyl)-5,5-difluoro-4,6,6-trimethyl-5,6-dihydro-4H-[1,3]oxazin-2-yl]-amine (intermediate C4.1) with (RS)-3-phenyl-cyclopentylamine (CAS [103858-37-3]; WO2007135026) yielded the title compound (27% yield) as a yellow solid. MS (ISP): m/z=734.5 [M+H]+.